Dataset: the Open Reaction Database (ORD), a public repository of structured organic reaction records. Task: describe an organic reaction: reactants, conditions, products, and yield The reactants are O (Water), BrCC(=O)OCC (Ethyl 2-bromoacetate), ClC1=CC=C(C=C1)C(C=1C=C2C(=CC(N(C2=CC1)C)=O)C1=CC=CC=C1)NC=NC#N ((±)-N-[[[(4-chlorophenyl)(1,2-dihydro-1-methyl-2-oxo-4-phenyl-6-quinolinyl)methyl]amino]methylene]cyanamide), [K].CC(C)(C)O (2-methyl-2-propanol potassium salt). Solvent: C(C)(=O)OCC (ethyl acetate), CS(=O)C (dimethyl sulfoxide). Run at time 8 hour. The product is C(C)C(N(C=NC#N)C(C=1C=C2C(CC(N(C2=CC1)C)=O)C1=CC=CC=C1)C1=CC=C(C=C1)Cl)C(=O)O ((±)-ethyl N-[(4-chlorophenyl)(2,3-dihydro-1-methyl-2-oxo-4-phenyl-6-quinolinyl)-methyl]-N-[(cyanoimino)methyl]glycine). Reaction SMILES: Br[CH2:2][C:3]([O:5]CC)=[O:4].[Cl:8][C:9]1[CH:14]=[CH:13][C:12]([CH:15]([NH:34][CH:35]=[N:36][C:37]#[N:38])[C:16]2[CH:17]=[C:18]3[C:23](=[CH:24][CH:25]=2)[N:22]([CH3:26])[C:21](=[O:27])[CH:20]=[C:19]3[C:28]2[CH:33]=[CH:32][CH:31]=[CH:30][CH:29]=2)=[CH:11][CH:10]=1.[K].[CH3:40][C:41](O)(C)C.O>CS(C)=O.C(OCC)(=O)C>[CH2:40]([CH:2]([C:3]([OH:5])=[O:4])[N:34]([CH:15]([C:12]1[CH:11]=[CH:10][C:9]([Cl:8])=[CH:14][CH:13]=1)[C:16]1[CH:17]=[C:18]2[C:23](=[CH:24][CH:25]=1)[N:22]([CH3:26])[C:21](=[O:27])[CH2:20][CH:19]2[C:28]1[CH:33]=[CH:32][CH:31]=[CH:30][CH:29]=1)[CH:35]=[N:36][C:37]#[N:38])[CH3:41] |f:2.3,^1:38|. Procedure: Ethyl 2-bromoacetate (2.45 ml) was added dropwise at 5° C. to a solution of intermediate (5-c) (9 g) and 2-methyl-2-propanol potassium salt (2.37 g) in dimethyl sulfoxide (100 ml) and the mixture was stirred at room temperature overnight. Water and ethyl acetate were added, the organic layer was decanted, dried (MgSO4), filtered off and evaporated till dryness. The product was used without further purification, yielding (±)-ethyl N-[(4-chlorophenyl)(2,3-dihydro-1-methyl-2-oxo-4-phenyl-6-quinolin... The reactants are CC(C)(C)OC(=O)NCCN(Cc1cccc(F)c1)Cc1nccn1Cc1cc(Cl)cc(Cl)c1, CO. Product: NCCN(Cc1cccc(F)c1)Cc1nccn1Cc1cc(Cl)cc(Cl)c1. As a reaction SMILES: [C:1]([O:2][C:3](=[O:4])[NH:7][CH2:8][CH2:9][N:10]([CH2:11][c:12]1[cH:13][c:14]([F:18])[cH:15][cH:16][cH:17]1)[CH2:19][c:20]1[n:21]([CH2:25][c:26]2[cH:27][c:28]([Cl:33])[cH:29][c:30]([Cl:32])[cH:31]2)[cH:22][cH:23][n:24]1)([CH3:5])([CH3:6])[CH3:34].[CH3:35][OH:36]>>[NH2:7][CH2:8][CH2:9][N:10]([CH2:11][c:12]1[cH:13][c:14]([F:18])[cH:15][cH:16][cH:17]1)[CH2:19][c:20]1[n:21]([CH2:25][c:26]2[cH:27][c:28]([Cl:33])[cH:29][c:30]([Cl:32])[cH:31]2)[cH:22][cH:23][n:24]1.